From a dataset of the Open Reaction Database (ORD), a public repository of structured organic reaction records. describe an organic reaction: reactants, conditions, products, and yield The reactants are Cc1ccc(C(=O)Cn2cncn2)cc1, CC(C)Br. Yields the product Cc1ccc(C(=Cn2cncn2)OC(C)C)cc1. Reaction SMILES: [CH3:1][c:2]1[cH:3][cH:4][c:5]([C:8]([CH2:9][n:10]2[n:11][cH:12][n:13][cH:14]2)=[O:15])[cH:6][cH:7]1.[CH:16]([CH3:17])([CH3:18])[Br:19]>>[CH3:1][c:2]1[cH:3][cH:4][c:5]([C:8](=[CH:9][n:10]2[n:11][cH:12][n:13][cH:14]2)[O:15][CH:16]([CH3:17])[CH3:18])[cH:6][cH:7]1. Starting materials: Cc1ccncc1N1CCN(c2ccc3c(c2)nnn3COCC[Si](C)(C)C)C1=O, Cl, C1COCCO1. The product is Cc1ccncc1N1CCN(c2ccc3[nH]nnc3c2)C1=O, Cl. As a reaction SMILES: [CH3:1][c:2]1[c:3]([N:8]2[C:9](=[O:30])[N:10]([c:13]3[cH:14][c:15]4[c:16]([n:17]([CH2:20][O:21][CH2:22][CH2:23][Si:24]([CH3:25])([CH3:26])[CH3:27])[n:18][n:19]4)[cH:28][cH:29]3)[CH2:11][CH2:12]2)[cH:4][n:5][cH:6][cH:7]1.[ClH:37].[O:31]1[CH2:32][CH2:33][O:34][CH2:35][CH2:36]1>>[CH3:1][c:2]1[c:3]([N:8]2[C:9](=[O:30])[N:10]([c:13]3[cH:14][c:15]4[c:16]([nH:17][n:18][n:19]4)[cH:28][cH:29]3)[CH2:11][CH2:12]2)[cH:4][n:5][cH:6][cH:7]1.[ClH:37].